Dataset: the Open Reaction Database (ORD), a public repository of structured organic reaction records. Task: describe an organic reaction: reactants, conditions, products, and yield The reactants are CC1(N(CCC(C1)C1=CC2=C(S1)C=CC=C2OC)C[C@@H](COC2=CC=CC1=C2C=C(O1)C)O)C ((2S)-3-[2,2-dimethyl-4-(4-methoxybenzo[b]thiophen-2-yl)piperidin-1-yl]-1-(2-methylbenzofuran-4-yl)oxy-2-propanol), C(C)[S-].[Na+] (sodium ethanethiolate). Solvent: CN(C)C=O (DMF). Product: CC1(N(CCC(C1)C1=CC2=C(S1)C=CC=C2O)C[C@@H](COC2=CC=CC1=C2C=C(O1)C)O)C ((2S)-(+)-3-[2,2-Dimethyl-4-(4-hydroxybenzo[b]thiophen-2-yl)piperidin-1-yl]-1-(2-methylbenzofuran-4-yl)oxy-2-propanol). The yield is 47.3%. Reaction SMILES: [CH3:1][C:2]1([CH3:34])[CH2:7][CH:6]([C:8]2[S:12][C:11]3[CH:13]=[CH:14][CH:15]=[C:16]([O:17]C)[C:10]=3[CH:9]=2)[CH2:5][CH2:4][N:3]1[CH2:19][C@H:20]([OH:33])[CH2:21][O:22][C:23]1[C:28]2[CH:29]=[C:30]([CH3:32])[O:31][C:27]=2[CH:26]=[CH:25][CH:24]=1.C([S-])C.[Na+]>CN(C=O)C>[CH3:1][C:2]1([CH3:34])[CH2:7][CH:6]([C:8]2[S:12][C:11]3[CH:13]=[CH:14][CH:15]=[C:16]([OH:17])[C:10]=3[CH:9]=2)[CH2:5][CH2:4][N:3]1[CH2:19][C@H:20]([OH:33])[CH2:21][O:22][C:23]1[C:28]2[CH:29]=[C:30]([CH3:32])[O:31][C:27]=2[CH:26]=[CH:25][CH:24]=1 |f:1.2|. Procedure: A solution of (2S)-3-[2,2-dimethyl-4-(4-methoxybenzo[b]thiophen-2-yl)piperidin-1-yl]-1-(2-methylbenzofuran-4-yl)oxy-2-propanol (0.7661 g, 1.64 mmol) and sodium ethanethiolate (2.21 g, 26.3 mmol) in DMF (28 mL) was heated at 90° C. for 16 h and concentrated under reduced pressure. The residue was diluted with 50 mL of brine and extracted with CH2Cl2 (3×50 mL). The organic layers were dried over MgSO4, filtered and concentrated under reduced pressure. The residue was purified by silica gel chromat...